Task: describe an organic reaction: reactants, conditions, products, and yield. Dataset: the Open Reaction Database (ORD), a public repository of structured organic reaction records The reactants are CCOC(=O)C(C(=O)Cc1ccc([N+](=O)[O-])cc1)C(=O)OCC, CS(C)=O, O. Product: CC(=O)Cc1ccc([N+](=O)[O-])cc1. As a reaction SMILES: [CH2:1]([O:2][C:3](=[O:4])[CH:5]([C:6]([O:7][CH2:8][CH3:9])=[O:10])[C:11]([CH2:12][c:13]1[cH:14][cH:15][c:16]([N+:19](=[O:20])[O-:21])[cH:17][cH:18]1)=[O:22])[CH3:23].[CH3:24][S:25]([CH3:26])=[O:27].[OH2:28]>>[CH3:5][C:11]([CH2:12][c:13]1[cH:14][cH:15][c:16]([N+:19](=[O:20])[O-:21])[cH:17][cH:18]1)=[O:22]. The reactants are ClC1=NN=C(C2=CC=CC=C12)CC1=CC=NC=C1 (1-chloro-4-(4-pyridylmethyl)phthalazine), C(C1=CC=CC=C1)N (benzylamine), C([O-])([O-])=O.[K+].[K+] (potassium carbonate). Run in ClCCl (dichloromethane). Run at temperature 90 celsius, time 4 minute. The product is C(C1=CC=CC=C1)NC1=NN=C(C2=CC=CC=C12)CC1=CC=NC=C1 (1-Benzylamino-4-(4-pyridylmethyl)phthalazine). As a reaction SMILES: Cl[C:2]1[C:11]2[C:6](=[CH:7][CH:8]=[CH:9][CH:10]=2)[C:5]([CH2:12][C:13]2[CH:18]=[CH:17][N:16]=[CH:15][CH:14]=2)=[N:4][N:3]=1.[CH2:19]([NH2:26])[C:20]1[CH:25]=[CH:24][CH:23]=[CH:22][CH:21]=1.C(=O)([O-])[O-].[K+].[K+]>ClCCl>[CH2:19]([NH:26][C:2]1[C:11]2[C:6](=[CH:7][CH:8]=[CH:9][CH:10]=2)[C:5]([CH2:12][C:13]2[CH:18]=[CH:17][N:16]=[CH:15][CH:14]=2)=[N:4][N:3]=1)[C:20]1[CH:25]=[CH:24][CH:23]=[CH:22][CH:21]=1 |f:2.3.4|. Reported procedure: A mixture of 1.28 g (5 mmol) 1-chloro-4-(4-pyridylmethyl)phthalazine and 1.64 ml (15 mmol) benzylamine is stirred for 4 min at 90° C. under a nitrogen atmosphere. The reaction mixture is then distributed between dichloromethane and 20% aqueous potassium carbonate solution. The organic phase dried over anhydrous sodium sulfate is evaporated and the residue purified on silica gel by flash chromatography using acetate and acetate/methanol (20:1). Title compound is obtained after crystallization of ... Reactants: C1CCOC1, CC(=O)OC(C)=O, COc1cc(C=O)ccc1O. The product is COc1cc(C=O)ccc1OC(C)=O. Reaction SMILES: [CH2:19]1[O:20][CH2:21][CH2:22][CH2:23]1.[CH3:12][C:13](=[O:14])[O:15][C:16]([CH3:17])=[O:18].[OH:1][c:2]1[c:3]([O:10][CH3:11])[cH:4][c:5]([CH:6]=[O:7])[cH:8][cH:9]1>>[O:1]([c:2]1[c:3]([O:10][CH3:11])[cH:4][c:5]([CH:6]=[O:7])[cH:8][cH:9]1)[C:13]([CH3:12])=[O:14]. The solvent is O1CCOCC1 (dioxane). Reactants: aqueous solution, [OH-].[Na+] (NaOH), C(#N)C(CCC(=O)OCC)=C(C1=CC=C(C=C1)OC)C1=CC=C(C=C1)OC (ethyl 4-cyano-5,5-bis(4-methoxyphenyl)-4-pentenoate). Run at temperature 60 celsius, time 5 hour. Reported procedure: 3.6 g of ethyl 4-cyano-5,5-bis(4-methoxyphenyl)-4-pentenoate was dissolved in 10 ml of dioxane and 3 ml of a 5N aqueous solution of NaOH was added thereto. The obtained mixture was stirred at 60° C. for five hours. After the completion of the reaction, the reaction mixture was acidified and extracted with ethyl acetate. Thus 3.2 g of the title compound having the following physicochemical properties was obtained. This product could be further purified by recrystallizing from ethyl acetate/hexane... RXN SMILES: [C:1]([C:3](=[C:11]([C:20]1[CH:25]=[CH:24][C:23]([O:26][CH3:27])=[CH:22][CH:21]=1)[C:12]1[CH:17]=[CH:16][C:15]([O:18][CH3:19])=[CH:14][CH:13]=1)[CH2:4][CH2:5][C:6]([O:8]CC)=[O:7])#[N:2].[OH-].[Na+]>O1CCOCC1>[C:1]([C:3](=[C:11]([C:12]1[CH:17]=[CH:16][C:15]([O:18][CH3:19])=[CH:14][CH:13]=1)[C:20]1[CH:25]=[CH:24][C:23]([O:26][CH3:27])=[CH:22][CH:21]=1)[CH2:4][CH2:5][C:6]([OH:8])=[O:7])#[N:2] |f:1.2|. Product: C(#N)C(CCC(=O)O)=C(C1=CC=C(C=C1)OC)C1=CC=C(C=C1)OC (4-Cyano-5,5-bis(4-methoxyphenyl)-4-pentenoic acid). Starting materials: Br, O=C([O-])O, CO, N#Cc1ccccc1N, [Na+], [Na+], N#C[S-]. RXN SMILES: [Br:14].[C:15](=[O:16])([OH:17])[O-:18].[CH3:20][OH:21].[NH2:1][c:2]1[c:3]([C:4]#[N:5])[cH:6][cH:7][cH:8][cH:9]1.[Na+:10].[Na+:19].[S-:11][C:12]#[N:13]>>[NH2:1][c:2]1[c:3]([C:4]#[N:5])[cH:6][c:7]([S:11][C:12]#[N:13])[cH:8][cH:9]1. Product: N#CSc1ccc(N)c(C#N)c1. Reactants: FC=1C(=CN(C1C=1C(=NC=CC1)F)S(=O)(=O)C1=NC(=CC=C1)OC)CN(C(OC(C)(C)C)=O)C (tert-butyl ({4-fluoro-5-(2-fluoropyridin-3-yl)-1-[(6-methoxypyridin-2-yl)sulfonyl]-1H-pyrrol-3-yl}methyl)methylcarbamate), C(C)(=O)OCC.Cl (hydrogen chloride-ethyl acetate). Solvent: CC(C)O (2-propanol). Conditions: time 2 hour. Yields the product Cl.FC=1C(=CN(C1C=1C(=NC=CC1)F)S(=O)(=O)C1=NC(=CC=C1)OC)CNC (1-{4-fluoro-5-(2-fluoropyridin-3-yl)-1-[(6-methoxypyridin-2-yl)sulfonyl]-1H-pyrrol-3-yl}-N-methylmethanamine hydrochloride). Yield: 51.0%. As a reaction SMILES: [F:1][C:2]1[C:3]([CH2:25][N:26](C)[C:27](=O)OC(C)(C)C)=[CH:4][N:5]([S:14]([C:17]2[CH:22]=[CH:21][CH:20]=[C:19]([O:23][CH3:24])[N:18]=2)(=[O:16])=[O:15])[C:6]=1[C:7]1[C:8]([F:13])=[N:9][CH:10]=[CH:11][CH:12]=1.C(OCC)(=O)C.[ClH:41]>CC(O)C>[ClH:41].[F:1][C:2]1[C:3]([CH2:25][NH:26][CH3:27])=[CH:4][N:5]([S:14]([C:17]2[CH:22]=[CH:21][CH:20]=[C:19]([O:23][CH3:24])[N:18]=2)(=[O:16])=[O:15])[C:6]=1[C:7]1[C:8]([F:13])=[N:9][CH:10]=[CH:11][CH:12]=1 |f:1.2,4.5|. Procedure: To a solution of tert-butyl ({4-fluoro-5-(2-fluoropyridin-3-yl)-1-[(6-methoxypyridin-2-yl)sulfonyl]-1H-pyrrol-3-yl}methyl)methylcarbamate (136 mg) in 2-propanol (2 mL) was added 4 mol/L hydrogen chloride-ethyl acetate solution (2 mL), and the mixture was stirred at room temperature for 2 hr. The reaction mixture was concentrated under reduced pressure, and the residue was recrystallized from ethanol to give the title compound as a white solid (yield 62 mg, 51%). The reactants are ice water, FC1=C(C=CC=C1)[N+](=O)[O-] (2-fluoronitrobenzene), NC1CCN(CC1)C(=O)OCC1=CC=CC=C1 (4-amino-1-(phenylmethyloxycarbonyl)piperidine), C([O-])([O-])=O.[K+].[K+] (potassium carbonate). Run in CS(=O)C (DMSO). Conditions: temperature 100 celsius. Yields the product [N+](=O)([O-])C1=C(NC2CCN(CC2)C(=O)OCC2=CC=CC=C2)C=CC=C1 (2-Nitro-1-N-[1-(phenylmethyloxycarbonyl)-piperidin-4-yl]aniline). As a reaction SMILES: F[C:2]1[CH:7]=[CH:6][CH:5]=[CH:4][C:3]=1[N+:8]([O-:10])=[O:9].[NH2:11][CH:12]1[CH2:17][CH2:16][N:15]([C:18]([O:20][CH2:21][C:22]2[CH:27]=[CH:26][CH:25]=[CH:24][CH:23]=2)=[O:19])[CH2:14][CH2:13]1.C(=O)([O-])[O-].[K+].[K+]>CS(C)=O>[N+:8]([C:3]1[CH:4]=[CH:5][CH:6]=[CH:7][C:2]=1[NH:11][CH:12]1[CH2:13][CH2:14][N:15]([C:18]([O:20][CH2:21][C:22]2[CH:27]=[CH:26][CH:25]=[CH:24][CH:23]=2)=[O:19])[CH2:16][CH2:17]1)([O-:10])=[O:9] |f:2.3.4|. Reported procedure: A suspension of 2-fluoronitrobenzene (3.52 g, 25 mmol), 4-amino-1-(phenylmethyloxycarbonyl)piperidine† (4.0 g, 17 mmol) and potassium carbonate (64 g, 19 mmol) in DMSO (25 ml) was heated to 100° C. After 5 h the mixture was poured into ice/water and the resulting yellow solid was collected by filtration and washed with water. The solid was dried to give the title compound as a yellow solid (5.69 g, 16 mmol); NMR: 1.6 (m, 2H), 2.1 (d, 2H), 3.1 (t, 2H), 3.7 (m, 1H), 4.1 (d, 2H), 5.2 (s, 2H), 6.7 (...